This data is from the Open Reaction Database (ORD), a public repository of structured organic reaction records. The task is: describe an organic reaction: reactants, conditions, products, and yield Reactants: O=C(Cl)c1ccccc1, CCCCCCC1(C(=O)OCC)CCCC1O, ClCCl, c1ccncc1. The product is CCCCCCC1(C(=O)OCC)CCCC1OC(=O)c1ccccc1. RXN SMILES: [C:24]([c:25]1[cH:26][cH:27][cH:28][cH:29][cH:30]1)(=[O:31])[Cl:32].[CH2:1]([CH2:2][CH2:3][CH2:4][CH2:5][CH3:6])[C:7]1([C:13](=[O:14])[O:15][CH2:16][CH3:17])[CH:8]([OH:12])[CH2:9][CH2:10][CH2:11]1.[CH2:33]([Cl:34])[Cl:35].[cH:18]1[cH:19][cH:20][n:21][cH:22][cH:23]1>>[CH2:1]([CH2:2][CH2:3][CH2:4][CH2:5][CH3:6])[C:7]1([C:13](=[O:14])[O:15][CH2:16][CH3:17])[CH:8]([O:12][C:24]([c:25]2[cH:26][cH:27][cH:28][cH:29][cH:30]2)=[O:31])[CH2:9][CH2:10][CH2:11]1. Reactants: CC1=NNC2=CC=C(C=C12)N (3-Methyl-1H-indazol-5-ylamine), FC(C1=CC=C(C=N1)CC#N)(F)F ((6-Trifluoromethyl-pyridin-3-yl)-acetonitrile), FC1=CC=C(C=C1)C(C(=O)O)=O ((4-fluoro-phenyl)-oxo-acetic acid). Product: FC1=CC=C(C=C1)[C@@H](C(=O)N(CCC=1C=NC(=CC1)C(F)(F)F)C=1C=C2C(=NNC2=CC1)C)O ((S)-2-(4-Fluoro-phenyl)-2-hydroxy-N-(3-methyl-1H-indazol-5-yl)-N-[2-(6-trifluoromethyl-pyridin-3-yl)-ethyl]-acetamide). As a reaction SMILES: [CH3:1][C:2]1[C:10]2[C:5](=[CH:6][CH:7]=[C:8]([NH2:11])[CH:9]=2)[NH:4][N:3]=1.[F:12][C:13]([F:24])([F:23])[C:14]1[N:19]=[CH:18][C:17]([CH2:20][C:21]#N)=[CH:16][CH:15]=1.[F:25][C:26]1[CH:31]=[CH:30][C:29]([C:32](=[O:36])[C:33](O)=[O:34])=[CH:28][CH:27]=1>>[F:25][C:26]1[CH:27]=[CH:28][C:29]([C@H:32]([OH:36])[C:33]([N:11]([C:8]2[CH:9]=[C:10]3[C:5](=[CH:6][CH:7]=2)[NH:4][N:3]=[C:2]3[CH3:1])[CH2:21][CH2:20][C:17]2[CH:18]=[N:19][C:14]([C:13]([F:24])([F:23])[F:12])=[CH:15][CH:16]=2)=[O:34])=[CH:30][CH:31]=1. Reported procedure: In analogy to example 47, 3-Methyl-1H-indazol-5-ylamine, (6-Trifluoromethyl-pyridin-3-yl)-acetonitrile & (4-fluoro-phenyl)-oxo-acetic acid were successively coupled then reduced to give after silica gel and chiral chromatography the target compound. MS(m/e): 473.1 [M+H]+. The reactants are C(C)(C)(C)NS(=O)(=O)C1=CC(=CC=C1)C1=NC=CC(=N1)C1=NC(=CC(=C1)C)C1=CC=C(C=C1)C(F)(F)F (N-tert-butyl-3-{4-[4-methyl-6-(4-trifluoromethyl-phenyl)pyridin-2-yl]-pyrimidin-2-yl}-benzenesulfonamide), C(=O)(C(F)(F)F)O (TFA). Reaction conditions: temperature 50 celsius, time 2 hour. Product: CC1=CC(=NC(=C1)C1=CC=C(C=C1)C(F)(F)F)C1=NC(=NC=C1)C=1C=C(C=CC1)S(=O)(=O)N (3-{4-[4-Methyl-6-(4-trifluoromethyl-phenyl)-pyridin-2-yl]-pyrimidin-2-yl}-benzenesulfonamide). Isolated yield 262.9%. Reaction SMILES: C([NH:5][S:6]([C:9]1[CH:14]=[CH:13][CH:12]=[C:11]([C:15]2[N:20]=[C:19]([C:21]3[CH:26]=[C:25]([CH3:27])[CH:24]=[C:23]([C:28]4[CH:33]=[CH:32][C:31]([C:34]([F:37])([F:36])[F:35])=[CH:30][CH:29]=4)[N:22]=3)[CH:18]=[CH:17][N:16]=2)[CH:10]=1)(=[O:8])=[O:7])(C)(C)C.C(O)(C(F)(F)F)=O>>[CH3:27][C:25]1[CH:24]=[C:23]([C:28]2[CH:33]=[CH:32][C:31]([C:34]([F:37])([F:35])[F:36])=[CH:30][CH:29]=2)[N:22]=[C:21]([C:19]2[CH:18]=[CH:17][N:16]=[C:15]([C:11]3[CH:10]=[C:9]([S:6]([NH2:5])(=[O:8])=[O:7])[CH:14]=[CH:13][CH:12]=3)[N:20]=2)[CH:26]=1. Reported procedure: To the above prepared N-tert-butyl-3-{4-[4-methyl-6-(4-trifluoromethyl-phenyl)pyridin-2-yl]-pyrimidin-2-yl}-benzenesulfonamide (0.110 g, 0.19 mmol) was added TFA (6 mL) and the reaction mixture was stirred at 50° C. for 2 h. The mixture was evaporated to dryness and partitioned between EtOAc and saturated NaHCO3 solution, the organic layer was dried over Na2SO4. Removal of the solvent in vacuum left a crude product which was triturated with diethyl ether to give the title compound as a white sol... Product: O=C(O)C=Cc1nc(-c2ccc(F)cc2)cs1. Starting materials: CC(C)(C)OC(=O)C=Cc1nc(-c2ccc(F)cc2)cs1, O=C(O)C(F)(F)F. As a reaction SMILES: [C:1]([CH3:2])([CH3:3])([CH3:4])[O:5][C:6]([CH:7]=[CH:8][c:9]1[s:10][cH:11][c:12](-[c:14]2[cH:15][cH:16][c:17]([F:20])[cH:18][cH:19]2)[n:13]1)=[O:21].[OH:22][C:23]([C:24]([F:25])([F:26])[F:27])=[O:28]>>[O:5]=[C:6]([CH:7]=[CH:8][c:9]1[s:10][cH:11][c:12](-[c:14]2[cH:15][cH:16][c:17]([F:20])[cH:18][cH:19]2)[n:13]1)[OH:21]. The solvent is CN(C=O)C (dimethylformamide). Reaction conditions: temperature 120 celsius, time 1 hour. The yield is 47.0%. Reported procedure: A mixture of 40 g (0.25 mole) of 2-chlorobenzoic acid, 21 ml (0.26 mole) of 2-methoxyaniline, 3.84 g cupric acetate, 35.4 g of potassium carbonate and 155 ml of dimethylformamide was heated at 120° C. for 12 hours. The reaction mixture was poured into ice-water, acidified with concentrated hydrochloric acid to pH 2, and stirred for one hour. The solid product was collected by filtration, air dried and recrystallized from toluene to give 28.61 g of 2-(2-methoxyphenylamino)benzoic acid. The reactants are Cl (hydrochloric acid), ice water, ClC1=C(C(=O)O)C=CC=C1 (2-chlorobenzoic acid), COC1=C(N)C=CC=C1 (2-methoxyaniline), cupric acetate, C([O-])([O-])=O.[K+].[K+] (potassium carbonate). RXN SMILES: Cl[C:2]1[CH:10]=[CH:9][CH:8]=[CH:7][C:3]=1[C:4]([OH:6])=[O:5].[CH3:11][O:12][C:13]1[CH:19]=[CH:18][CH:17]=[CH:16][C:14]=1[NH2:15].C(=O)([O-])[O-].[K+].[K+].Cl>CN(C)C=O>[CH3:11][O:12][C:13]1[CH:19]=[CH:18][CH:17]=[CH:16][C:14]=1[NH:15][C:2]1[CH:10]=[CH:9][CH:8]=[CH:7][C:3]=1[C:4]([OH:6])=[O:5] |f:2.3.4|. The product is COC1=C(C=CC=C1)NC1=C(C(=O)O)C=CC=C1 (2-(2-methoxyphenylamino)benzoic acid).